Task: describe an organic reaction: reactants, conditions, products, and yield. Dataset: the Open Reaction Database (ORD), a public repository of structured organic reaction records The reactants are NC=1SC(=CC1C(=O)N)C1=C(C=C(C=C1F)C(C)(C)O)F (2-amino-5-[2,6-difluoro-4-(1-hydroxy-1-methylethyl)phenyl]thiophene-3-carboxamide), BrC1=NC(=CC=C1)CS(=O)(=O)C (2-bromo-6-[(methylsulfonyl)methyl]pyridine). Yields the product FC1=C(C(=CC(=C1)C(C)(C)O)F)C1=CC(=C(S1)NC1=NC(=CC=C1)CS(=O)(=O)C)C(=O)N (5-[2,6-Difluoro-4-(1-hydroxy-1-methylethyl)phenyl]-2-({6-[(methylsulfonyl)methyl]pyridin-2-yl}amino)thiophene-3-carboxamide). Reaction SMILES: [NH2:1][C:2]1[S:3][C:4]([C:10]2[C:15]([F:16])=[CH:14][C:13]([C:17]([OH:20])([CH3:19])[CH3:18])=[CH:12][C:11]=2[F:21])=[CH:5][C:6]=1[C:7]([NH2:9])=[O:8].Br[C:23]1[CH:28]=[CH:27][CH:26]=[C:25]([CH2:29][S:30]([CH3:33])(=[O:32])=[O:31])[N:24]=1>>[F:16][C:15]1[CH:14]=[C:13]([C:17]([OH:20])([CH3:18])[CH3:19])[CH:12]=[C:11]([F:21])[C:10]=1[C:4]1[S:3][C:2]([NH:1][C:23]2[CH:28]=[CH:27][CH:26]=[C:25]([CH2:29][S:30]([CH3:33])(=[O:31])=[O:32])[N:24]=2)=[C:6]([C:7]([NH2:9])=[O:8])[CH:5]=1. Procedure: The title compound was prepared using the procedure described in Example 1 with 2-amino-5-[2,6-difluoro-4-(1-hydroxy-1-methylethyl)phenyl]thiophene-3-carboxamide (0.075 g, 0.24 mmol) and 2-bromo-6-[(methylsulfonyl)methyl]pyridine (0.060 g, 0.24 mmol) as starting materials.